Dataset: the Open Reaction Database (ORD), a public repository of structured organic reaction records. Task: describe an organic reaction: reactants, conditions, products, and yield Starting materials: OCC(CO)SC(C(CN1N=CN=C1)(O)C1=CC=C(C=C1)C(F)(F)F)(C)C ((RS)-3-[ (1,3-dihydroxy-2-propyl) thio]-3-methyl-2-[4-(trifluoromethyl)phenyl]-1-(1H-1,2,4-triazol-1-yl)-2-butanol), FC(C1=CC=C(C=C1)/C=C/C=C/C=O)(F)F ((2E,4E)-5-[4-(trifluoromethyl) phenyl]-2, 4-pentadienal). Product: CC(C(CN1N=CN=C1)(O)C1=CC=C(C=C1)C(F)(F)F)(C)S[C@H]1CO[C@@H](OC1)\C=C\C=C\C1=C(C=CC=C1)C(F)(F)F ((RS)-3-Methyl-1-(1H-1,2,4-triazol-1-yl)-2-[4-(trifluoromethyl)phenyl]-3-[[trans-2-[(1E,3E)-4-[(trifluoromethyl)phenyl]-1,3-butadien-1-yl]-1,3-dioxan-5-yl]thio]-2-butanol). As a reaction SMILES: [OH:1][CH2:2][CH:3]([S:6][C:7]([CH3:27])([CH3:26])[C:8]([C:16]1[CH:21]=[CH:20][C:19]([C:22]([F:25])([F:24])[F:23])=[CH:18][CH:17]=1)([OH:15])[CH2:9][N:10]1[CH:14]=[N:13][CH:12]=[N:11]1)[CH2:4][OH:5].FC(F)(F)[C:30]1[CH:35]=[CH:34][C:33](/[CH:36]=[CH:37]/[CH:38]=[CH:39]/[CH:40]=O)=[CH:32][CH:31]=1>>[CH3:26][C:7]([S:6][C@@H:3]1[CH2:4][O:5][C@@H:40](/[CH:39]=[CH:38]/[CH:37]=[CH:36]/[C:33]2[CH:32]=[CH:31][CH:30]=[CH:35][C:34]=2[C:22]([F:25])([F:24])[F:23])[O:1][CH2:2]1)([CH3:27])[C:8]([C:16]1[CH:17]=[CH:18][C:19]([C:22]([F:24])([F:23])[F:25])=[CH:20][CH:21]=1)([OH:15])[CH2:9][N:10]1[CH:14]=[N:13][CH:12]=[N:11]1. Procedure: Reaction was carried out in the same manner as in Example 4 using (RS)-3-[ (1,3-dihydroxy-2-propyl) thio]-3-methyl-2-[4-(trifluoromethyl)phenyl]-1-(1H-1,2,4-triazol-1-yl)-2-butanol as described in Reference example 55 and (2E,4E)-5-[4-(trifluoromethyl) phenyl]-2, 4-pentadienal as described in Reference example 25 to obtain the title compound, a major product as a colorless foam.